Dataset: the Open Reaction Database (ORD), a public repository of structured organic reaction records. Task: describe an organic reaction: reactants, conditions, products, and yield Starting materials: CCN=C=NCCCN(C)C, CN(C)C=O, Cl, NNC(N)=S, O, On1nnc2ccccc21, O=C(O)c1ccc(-c2ccccc2)cc1. Yields the product NC(=S)NNC(=O)c1ccc(-c2ccccc2)cc1. As a reaction SMILES: [CH2:32]([N:33]=[C:34]=[N:35][CH2:36][CH2:37][CH2:38][N:39]([CH3:40])[CH3:41])[CH3:42].[CH3:43][N:44]([CH3:45])[CH:46]=[O:47].[ClH:31].[NH2:26][NH:27][C:28](=[S:29])[NH2:30].[OH2:48].[OH:16][n:17]1[c:18]2[cH:19][cH:20][cH:21][cH:22][c:23]2[n:24][n:25]1.[c:1]1(-[c:7]2[cH:8][cH:9][c:10]([C:11](=[O:12])[OH:13])[cH:14][cH:15]2)[cH:2][cH:3][cH:4][cH:5][cH:6]1>>[c:1]1(-[c:7]2[cH:8][cH:9][c:10]([C:11](=[O:12])[NH:26][NH:27][C:28](=[S:29])[NH2:30])[cH:14][cH:15]2)[cH:2][cH:3][cH:4][cH:5][cH:6]1. Starting materials: ClC1=C(C=O)C=CC=C1 (2-chlorobenzaldehyde), IC1=C(N2N(CCC2)C1=O)C1=NC(=NC=C1)SC (2-iodo-3-(2-methylsulfanyl-pyrimidin-4-yl)-6,7-dihydro-5H-pyrazolo[1,2-a]pyrazol-1-one), C(C)(C)[Mg]Cl (isopropyl-magnesium chloride), solution. Solvent: C1CCOC1 (THF), C1CCOC1 (THF). Conditions: temperature -40 celsius, time 30 minute. The product is ClC1=C(C=CC=C1)C(C1=C(N2N(CCC2)C1=O)C1=NC(=NC=C1)SC)O (2-[(2-chlorophenyl)-hydroxy-methyl]-3-(2-methylsulfanyl-pyrimidin-4-yl)-6,7-dihydro-5H-pyrazolo[1,2-a]pyrazol-1-one). Yield: 58.0%. RXN SMILES: I[C:2]1[C:9](=[O:10])[N:5]2[CH2:6][CH2:7][CH2:8][N:4]2[C:3]=1[C:11]1[CH:16]=[CH:15][N:14]=[C:13]([S:17][CH3:18])[N:12]=1.C([Mg]Cl)(C)C.[Cl:24][C:25]1[CH:32]=[CH:31][CH:30]=[CH:29][C:26]=1[CH:27]=[O:28]>C1COCC1>[Cl:24][C:25]1[CH:32]=[CH:31][CH:30]=[CH:29][C:26]=1[CH:27]([OH:28])[C:2]1[C:9](=[O:10])[N:5]2[CH2:6][CH2:7][CH2:8][N:4]2[C:3]=1[C:11]1[CH:16]=[CH:15][N:14]=[C:13]([S:17][CH3:18])[N:12]=1. Procedure: To a cold (−40° C.) suspension of 2-iodo-3-(2-methylsulfanyl-pyrimidin-4-yl)-6,7-dihydro-5H-pyrazolo[1,2-a]pyrazol-1-one, 21, (0.40 g, 1.07 mmol) in THF (3 mL) is added dropwise isopropyl-magnesium chloride (0.59 mL of a 2M solution in THF, 1.18 mmol). After stirring for 30 min at −40° C., a solution of 2-chlorobenzaldehyde (0.16 mL, 1.40 mmol) is added dropwise. The reaction mixture is allowed to warm to 0° C. over 1 h period. The mixture is quenched by pouring into aqueous saturated NH4Cl. The... Reactants: C(C)(C)(C)OC(=O)N1CCC(CC1)CCC(=O)N1C[C@@H](CCC1)C(=O)NC[C@@H](C(=O)O)N (N-[(R)-1-{3-(1-tertbutoxycarbonyl-4-piperidyl)propionyl}-3-piperidylcarbonyl]-2(S)-amino-β-alanine), [SiH3]CC(=O)N (monosilylacetamide), OS(=O)(=O)[O-].[K+] (KHSO4), CN1CCOCC1 (N-methylmorpholine), C1(CC1)CO (cyclopropanemethanol), ClC(Cl)(OC(OC(Cl)(Cl)Cl)=O)Cl (triphosgene). Solvent: C(C)#N (acetonitrile), ClCCl (dichloromethane), N1=CC=CC=C1 (pyridine). Reaction conditions: temperature 45 celsius, time 30 minute. Yields the product ClC(=O)OCC1CC1 (cyclopropylmethyl chloroformate), N1CCC(CC1)CCC(=O)N1C[C@@H](CCC1)C(=O)NC[C@@H](C(=O)O)NC(=O)OCC1CC1 (N-[(R)-1-{3-(4-piperidyl)propionyl}-3-piperidylcarbonyl]-2(S)-(cyclopropylmethyloxycarbonyl)amino-β-alanine). The yield is 47.4%. RXN SMILES: C(OC([N:8]1[CH2:13][CH2:12][CH:11]([CH2:14][CH2:15][C:16]([N:18]2[CH2:23][CH2:22][CH2:21][C@@H:20]([C:24]([NH:26][CH2:27][C@H:28]([NH2:32])[C:29]([OH:31])=[O:30])=[O:25])[CH2:19]2)=[O:17])[CH2:10][CH2:9]1)=O)(C)(C)C.[SiH3]C[C:35](N)=[O:36].CN1CCOCC1.[CH:45]1([CH2:48][OH:49])[CH2:47][CH2:46]1.[Cl:50][C:51](Cl)([O:53]C(=O)OC(Cl)(Cl)Cl)Cl.OS([O-])(=O)=O.[K+]>C(#N)C.ClCCl.N1C=CC=CC=1>[Cl:50][C:51]([O:25][CH2:24][CH:20]1[CH2:21][CH2:22]1)=[O:53].[NH:8]1[CH2:9][CH2:10][CH:11]([CH2:14][CH2:15][C:16]([N:18]2[CH2:23][CH2:22][CH2:21][C@@H:20]([C:24]([NH:26][CH2:27][C@H:28]([NH:32][C:35]([O:49][CH2:48][CH:45]3[CH2:47][CH2:46]3)=[O:36])[C:29]([OH:31])=[O:30])=[O:25])[CH2:19]2)=[O:17])[CH2:12][CH2:13]1 |f:5.6|. Procedure details: To a solution of N-[(R)-1-{3-(1-tertbutoxycarbonyl-4-piperidyl)propionyl}-3-piperidylcarbonyl]-2(S)-amino-β-alanine (207 mg, 0.45 mmol) in acetonitrile (7 mL) was added monosilylacetamide (0.8 g), then the mixture was stirred for 30 minutes at 45° C. After the mixture was allowed to cool to room temperature, N-methylmorpholine (50 mL, 0.45 mmol) and a solution of cyclopropylmethyl chloroformate (1 mmol) in dichloromethane (2 mL), which was prepared from cyclopropanemethanol, triphosgene and pyri...